From a dataset of the Open Reaction Database (ORD), a public repository of structured organic reaction records. describe an organic reaction: reactants, conditions, products, and yield Reaction SMILES: [NH2:1][CH2:2][CH2:3][NH:4][C:5]1[N:10]=[C:9]([C:11]2[C:20]3[C:15](=[CH:16][CH:17]=[CH:18][CH:19]=3)[C:14]([F:21])=[CH:13][CH:12]=2)[CH:8]=[C:7]([CH:22]([CH3:24])[CH3:23])[N:6]=1.[CH3:25][S:26](Cl)(=[O:28])=[O:27]>CCOCC>[CH3:25][S:26]([NH:1][CH2:2][CH2:3][NH:4][C:5]1[N:10]=[C:9]([C:11]2[C:20]3[C:15](=[CH:16][CH:17]=[CH:18][CH:19]=3)[C:14]([F:21])=[CH:13][CH:12]=2)[CH:8]=[C:7]([CH:22]([CH3:24])[CH3:23])[N:6]=1)(=[O:28])=[O:27]. Procedure: To a solution of 2-(2-aminoethyl)amino-4-(4-fluoronaphth-1-yl)-6-isopropylpyrimidine (0.170 g) dissolved diethyl ether was added dropwise a solution of methansulfonyl chloride (0.060 g) in ether. The reaction was carried out at room temperature, and after 1 hour the solvent was removed under reduced pressure. The crude material was taken up in methylene chloride and the free base was liberated by the addition of sodium carbonate solution. The organic layer was dried over magnesium sulfate and th... The reactants are CS(=O)(=O)Cl (methansulfonyl chloride), NCCNC1=NC(=CC(=N1)C1=CC=C(C2=CC=CC=C12)F)C(C)C (2-(2-aminoethyl)amino-4-(4-fluoronaphth-1-yl)-6-isopropylpyrimidine). Solvent: CCOCC (ether), C(C)OCC (diethyl ether). Yields the product CS(=O)(=O)NCCNC1=NC(=CC(=N1)C1=CC=C(C2=CC=CC=C12)F)C(C)C (2-(2-methanesulfonamidoethyl)amino-4-(4-fluoronaphth-1-yl)-6-isopropylpyrimidine). Reactants: C(C)(C)(C)OC(NN1C(=CC=C1C1=CC=CC=C1)C1=CC=CC=C1)=O ((2,5-Diphenyl-pyrrol-1-yl)-carbamic acid tert-butyl ester), Cl (HCl). The solvent is CO (methanol). Reaction conditions: temperature 0 celsius. Yields the product C1(=CC=CC=C1)C=1N(C(=CC1)C1=CC=CC=C1)N (2,5-Diphenyl-pyrrol-1-ylamine). Yield: 89.5%. RXN SMILES: C(OC(=O)[NH:7][N:8]1[C:12]([C:13]2[CH:18]=[CH:17][CH:16]=[CH:15][CH:14]=2)=[CH:11][CH:10]=[C:9]1[C:19]1[CH:24]=[CH:23][CH:22]=[CH:21][CH:20]=1)(C)(C)C.Cl>CO>[C:13]1([C:12]2[N:8]([NH2:7])[C:9]([C:19]3[CH:20]=[CH:21][CH:22]=[CH:23][CH:24]=3)=[CH:10][CH:11]=2)[CH:18]=[CH:17][CH:16]=[CH:15][CH:14]=1. Procedure: A suspension of (2,5-Diphenyl-pyrrol-1-yl)-carbamic acid tert-butyl ester (3.7 g, 11.06 mmol) in anhydrous methanol (25 mL) was cooled to 0° C. in an ice water bath, then treated with conc. HCl (9.86 mL). The ice bath was removed, and the resulting suspension was heated to reflux in an oil bath for 1.5 h. Upon cooling to rt, a white solid precipitated, which was filtered, washed with water and dried in vacuo to afford 2,5-Diphenyl-pyrrol-1-ylamine (2.32 g, 90%): 1H NMR (CDCl3, chemical shifts in...